describe an organic reaction: reactants, conditions, products, and yield From a dataset of the Open Reaction Database (ORD), a public repository of structured organic reaction records. The reactants are ClC1=C(C=CC(=C1)Cl)C1=C(C(=NC=2N1C=C(N2)CO)C)C(=O)OC(C)(C)C (tert-butyl 5-(2,4-dichlorophenyl)-2-(hydroxymethyl)-7-methylimidazo[1,2-a]pyrimidine-6-carboxylate), CC(=O)OI1(C=2C=CC=CC2C(=O)O1)(OC(=O)C)OC(=O)C (Dess-Martin periodinane). Run in C(Cl)Cl (CH2Cl2). Run at time 2 hour. The product is ClC1=C(C=CC(=C1)Cl)C1=C(C(=NC=2N1C=C(N2)C=O)C)C(=O)OC(C)(C)C (tert-butyl 5-(2,4-dichlorophenyl)-2-formyl-7-methylimidazo[1,2-a]pyrimidine-6-carboxylate). Reaction SMILES: [Cl:1][C:2]1[CH:7]=[C:6]([Cl:8])[CH:5]=[CH:4][C:3]=1[C:9]1[N:14]2[CH:15]=[C:16]([CH2:18][OH:19])[N:17]=[C:13]2[N:12]=[C:11]([CH3:20])[C:10]=1[C:21]([O:23][C:24]([CH3:27])([CH3:26])[CH3:25])=[O:22].CC(OI1(OC(C)=O)(OC(C)=O)OC(=O)C2C=CC=CC1=2)=O>C(Cl)Cl>[Cl:1][C:2]1[CH:7]=[C:6]([Cl:8])[CH:5]=[CH:4][C:3]=1[C:9]1[N:14]2[CH:15]=[C:16]([CH:18]=[O:19])[N:17]=[C:13]2[N:12]=[C:11]([CH3:20])[C:10]=1[C:21]([O:23][C:24]([CH3:27])([CH3:26])[CH3:25])=[O:22]. Reported procedure: To a stirred solution of crude tert-butyl 5-(2,4-dichlorophenyl)-2-(hydroxymethyl)-7-methylimidazo[1,2-a]pyrimidine-6-carboxylate (400 mg) in CH2Cl2 (6 mL) was added Dess-Martin periodinane (605 mg, 1.43 mmol). After 2 h, the reaction was concentrated under reduced pressure and diluted with EtOAc. The organic layer was washed with satd aq NaHCO3 and brine prior to drying over MgSO4. Filtration, concentration under reduced pressure and purification by silica gel chromatography afforded tert-butyl...